The task is: describe an organic reaction: reactants, conditions, products, and yield. This data is from the Open Reaction Database (ORD), a public repository of structured organic reaction records. Starting materials: Cc1ccccc1C(=O)Nc1ccc(C(=O)Cl)cc1, Clc1ccc2c(c1)CNc1ccccc1O2, Cl, c1ccncc1. Product: Cc1ccccc1C(=O)Nc1ccc(C(=O)N2Cc3cc(Cl)ccc3Oc3ccccc32)cc1. RXN SMILES: [CH3:17][c:18]1[c:19]([C:20](=[O:21])[NH:22][c:23]2[cH:24][cH:25][c:26]([C:27](=[O:28])[Cl:29])[cH:30][cH:31]2)[cH:32][cH:33][cH:34][cH:35]1.[Cl:1][c:2]1[cH:3][cH:4][c:5]2[c:6]([cH:16]1)[CH2:7][NH:8][c:9]1[c:10]([cH:12][cH:13][cH:14][cH:15]1)[O:11]2.[ClH:36].[cH:37]1[cH:38][cH:39][n:40][cH:41][cH:42]1>>[Cl:1][c:2]1[cH:3][cH:4][c:5]2[c:6]([cH:16]1)[CH2:7][N:8]([C:27]([c:26]1[cH:25][cH:24][c:23]([NH:22][C:20]([c:19]3[c:18]([CH3:17])[cH:35][cH:34][cH:33][cH:32]3)=[O:21])[cH:31][cH:30]1)=[O:28])[c:9]1[c:10]([cH:12][cH:13][cH:14][cH:15]1)[O:11]2. The product is CCOC(=O)CCCOc1cccc(CCCCCCOc2cc(C(=O)N3CCC(F)(F)C3)cc(-c3ccsc3)c2)c1CCC(=O)OCC. Reactants: O=C([O-])[O-], COCCOC, CCOC(=O)CCCOc1cccc(CCCCCCOc2cc(C(=O)N(C)C)cc(-c3ccc(F)c(F)c3)c2)c1CCC(=O)OCC, CCOC(=O)CCCOc1cccc(CCCCCCOc2cc(Br)cc(C(=O)N3CCC(F)(F)C3)c2)c1CCC(=O)OCC, [Cs+], [Cs+], OB(O)c1ccsc1. As a reaction SMILES: [C:102](=[O:103])([O-:104])[O-:105].[CH2:108]([CH2:109][O:110][CH3:111])[O:112][CH3:113].[CH2:1]([O:2][C:3](=[O:4])[CH2:5][CH2:6][CH2:7][O:8][c:9]1[cH:10][cH:11][cH:12][c:13]([CH2:14][CH2:15][CH2:16][CH2:17][CH2:18][CH2:19][O:20][c:21]2[cH:22][c:23](-[c:24]3[cH:25][cH:26][c:27]([F:28])[c:29]([F:30])[cH:31]3)[cH:32][c:33]([C:34](=[O:35])[N:36]([CH3:37])[CH3:38])[cH:39]2)[c:40]1[CH2:41][CH2:42][C:43]([O:44][CH2:45][CH3:46])=[O:47])[CH3:48].[CH2:49]([CH3:50])[O:51][C:52]([CH2:53][CH2:54][CH2:55][O:56][c:57]1[c:58]([CH2:86][CH2:87][C:88](=[O:89])[O:90][CH2:91][CH3:92])[c:59]([CH2:63][CH2:64][CH2:65][CH2:66][CH2:67][CH2:68][O:69][c:70]2[cH:71][c:72]([Br:85])[cH:73][c:74]([C:76](=[O:77])[N:78]3[CH2:79][C:80]([F:83])([F:84])[CH2:81][CH2:82]3)[cH:75]2)[cH:60][cH:61][cH:62]1)=[O:93].[Cs+:106].[Cs+:107].[s:94]1[cH:95][c:96]([B:99]([OH:100])[OH:101])[cH:97][cH:98]1>>[CH2:49]([CH3:50])[O:51][C:52]([CH2:53][CH2:54][CH2:55][O:56][c:57]1[c:58]([CH2:86][CH2:87][C:88](=[O:89])[O:90][CH2:91][CH3:92])[c:59]([CH2:63][CH2:64][CH2:65][CH2:66][CH2:67][CH2:68][O:69][c:70]2[cH:71][c:72](-[c:96]3[cH:95][s:94][cH:98][cH:97]3)[cH:73][c:74]([C:76](=[O:77])[N:78]3[CH2:79][C:80]([F:83])([F:84])[CH2:81][CH2:82]3)[cH:75]2)[cH:60][cH:61][cH:62]1)=[O:93]. RXN SMILES: [CH3:1][C:2]1=[C:7]([C:8](=[O:9])[O:10][CH3:11])[CH:6]([c:12]2[c:13]([C:18]#[N:19])[cH:14][cH:15][cH:16][cH:17]2)[C:5]([C:20](=[O:21])[O:22][CH3:23])=[C:4]([CH:24]=[O:25])[NH:3]1.[CH3:30][C:31](=[O:32])[O-:33].[CH3:34][C:35](=[O:36])[OH:37].[ClH:26].[NH2:27][OH:28].[Na+:29]>>[CH3:1][C:2]1=[C:7]([C:8](=[O:9])[O:10][CH3:11])[CH:6]([c:12]2[c:13]([C:18]#[N:19])[cH:14][cH:15][cH:16][cH:17]2)[C:5]([C:20](=[O:21])[O:22][CH3:23])=[C:4]([CH:24]=[N:27][OH:28])[NH:3]1. Product: COC(=O)C1=C(C)NC(C=NO)=C(C(=O)OC)C1c1ccccc1C#N. Starting materials: COC(=O)C1=C(C)NC(C=O)=C(C(=O)OC)C1c1ccccc1C#N, CC(=O)[O-], CC(=O)O, Cl, NO, [Na+]. Reactants: CN1C(=CC2=CC=CC=C12)CO (1-methylindol-2-ylmethanol), N(=NC(=O)N1CCCCC1)C(=O)N1CCCCC1 (1,1'-(azodicarbonyl)dipiperidine), OC1=CC=C(CC2C(N(C(S2)=O)C(C2=CC=CC=C2)(C2=CC=CC=C2)C2=CC=CC=C2)=O)C=C1 (5-(4-hydroxybenzyl)-3-triphenylmethylthiazolidine-2,4-dione), C(CCC)P(CCCC)CCCC (tributylphosphine). The solvent is C1=CC=CC=C1 (benzene). Product: CN1C(=CC2=CC=CC=C12)COC1=CC=C(CC2C(N(C(S2)=O)C(C2=CC=CC=C2)(C2=CC=CC=C2)C2=CC=CC=C2)=O)C=C1 (5-[4-(1-Methylindol-2-ylmethoxy)benzyl]-3-triphenylmethylthiazolidine-2,4-dione). The yield is 46.6%. Reaction SMILES: [CH3:1][N:2]1[C:10]2[C:5](=[CH:6][CH:7]=[CH:8][CH:9]=2)[CH:4]=[C:3]1[CH2:11][OH:12].O[C:14]1[CH:46]=[CH:45][C:17]([CH2:18][CH:19]2[S:23][C:22](=[O:24])[N:21]([C:25]([C:38]3[CH:43]=[CH:42][CH:41]=[CH:40][CH:39]=3)([C:32]3[CH:37]=[CH:36][CH:35]=[CH:34][CH:33]=3)[C:26]3[CH:31]=[CH:30][CH:29]=[CH:28][CH:27]=3)[C:20]2=[O:44])=[CH:16][CH:15]=1.C(P(CCCC)CCCC)CCC.N(C(N1CCCCC1)=O)=NC(N1CCCCC1)=O>C1C=CC=CC=1>[CH3:1][N:2]1[C:10]2[C:5](=[CH:6][CH:7]=[CH:8][CH:9]=2)[CH:4]=[C:3]1[CH2:11][O:12][C:14]1[CH:46]=[CH:45][C:17]([CH2:18][CH:19]2[S:23][C:22](=[O:24])[N:21]([C:25]([C:38]3[CH:43]=[CH:42][CH:41]=[CH:40][CH:39]=3)([C:32]3[CH:33]=[CH:34][CH:35]=[CH:36][CH:37]=3)[C:26]3[CH:31]=[CH:30][CH:29]=[CH:28][CH:27]=3)[C:20]2=[O:44])=[CH:16][CH:15]=1. Procedure: A procedure similar to that described in Preparation 4 was repeated, except that 4.30 g of 1-methylindol-2-ylmethanol (prepared as described in Preparation 23), 10.3 g of 5-(4-hydroxybenzyl)-3-triphenylmethylthiazolidine-2,4-dione, 6.65 ml of tributylphosphine, 6.73 g of 1,1'-(azodicarbonyl)dipiperidine and 120 ml of benzene were used, to give 6.28 g of the title compound, melting at 134.3°-136.0° C. The reactants are C(C)OC(=O)NCC=1SC(=C(N1)CCC)CC1=CC=C(C=C1)[N+](=O)[O-] (2-ethoxycarbonylaminomethyl-5-(4-nitrobenzyl)-4-propylthiazole). The reagents and catalysts are [Ni] (Raney nickel). The solvent is C(C)O (ethanol). Yields the product C(C)OC(=O)NCC=1SC(=C(N1)CCC)CC1=CC=C(C=C1)N (2-ethoxycarbonylaminomethyl-5-(4-aminobenzyl)-4-propylthiazole). Isolated yield 46.1%. As a reaction SMILES: [CH2:1]([O:3][C:4]([NH:6][CH2:7][C:8]1[S:9][C:10]([CH2:16][C:17]2[CH:22]=[CH:21][C:20]([N+:23]([O-])=O)=[CH:19][CH:18]=2)=[C:11]([CH2:13][CH2:14][CH3:15])[N:12]=1)=[O:5])[CH3:2]>C(O)C.[Ni]>[CH2:1]([O:3][C:4]([NH:6][CH2:7][C:8]1[S:9][C:10]([CH2:16][C:17]2[CH:22]=[CH:21][C:20]([NH2:23])=[CH:19][CH:18]=2)=[C:11]([CH2:13][CH2:14][CH3:15])[N:12]=1)=[O:5])[CH3:2]. Reported procedure: 4.7 g of 2-ethoxycarbonylaminomethyl-5-(4-nitrobenzyl)-4-propylthiazole (13 mmol) in 100 ml of ethanol are hydrogenated at room temperature under 1 atmosphere in the presence of 5 g of Raney nickel. The reaction mixture is filtered and then concentrated to give 2 g of 2-ethoxycarbonylaminomethyl-5-(4-aminobenzyl)-4-propylthiazole in the form of a beige powder melting at 126° C. The reactants are [C-]#N, CC12CCC3c4ccc(OCc5ccccc5)cc4CCC3C1C=CC2=O, C1CCOC1, [Na+], O. The product is CC12CCC3c4ccc(OCc5ccccc5)cc4CCC3C1C(C#N)CC2=O. Reaction SMILES: [C-:28]#[N:29].[CH2:1]([c:2]1[cH:3][cH:4][cH:5][cH:6][cH:7]1)[O:8][c:9]1[cH:10][c:11]2[c:24]([cH:25][cH:26]1)[CH:23]1[CH:14]([CH2:13][CH2:12]2)[CH:15]2[CH:16]=[CH:17][C:18](=[O:27])[C:19]2([CH3:20])[CH2:21][CH2:22]1.[CH2:32]1[O:33][CH2:34][CH2:35][CH2:36]1.[Na+:30].[OH2:31]>>[CH2:1]([c:2]1[cH:3][cH:4][cH:5][cH:6][cH:7]1)[O:8][c:9]1[cH:10][c:11]2[c:24]([cH:25][cH:26]1)[CH:23]1[CH:14]([CH2:13][CH2:12]2)[CH:15]2[CH:16]([C:28]#[N:29])[CH2:17][C:18](=[O:27])[C:19]2([CH3:20])[CH2:21][CH2:22]1. Reactants: BrC1=CC2=C(OC(=C2C(=O)O)C(=O)O)C=C1OC (5-Bromo-6-methoxybenzo[b]furan-2,3-dicarboxylic acid), C(=O)=O (CO2). Product: BrC1=CC2=C(OC=C2C(=O)O)C=C1OC (5-Bromo-6-methoxybenzo[b]furan-3-carboxylic acid). The yield is 88.8%. RXN SMILES: [Br:1][C:2]1[C:16]([O:17][CH3:18])=[CH:15][C:5]2[O:6][C:7](C(O)=O)=[C:8]([C:9]([OH:11])=[O:10])[C:4]=2[CH:3]=1.C(=O)=O>>[Br:1][C:2]1[C:16]([O:17][CH3:18])=[CH:15][C:5]2[O:6][CH:7]=[C:8]([C:9]([OH:11])=[O:10])[C:4]=2[CH:3]=1. Procedure: 5-Bromo-6-methoxybenzo[b]furan-2,3-dicarboxylic acid (D12) (0.85 g, 2.7 mmoles) was heated to its melting point (~270° C.) for 15 mins (CO2 evolution). The mixture was allowed to cool and the resulting black residue extracted with ethyl acetate. The organic solution was then filtered and the filtrate evaporated to dryness to give the title compound (D13) (0.65 g, 89%) Reactants: CC1=C(N=C(O1)C1=CC=CC=C1)CC(=O)OC (methyl 2-(5-methyl-2-phenyl-4-oxazolyl)acetate), O.C(CC(O)(C(=O)O)CC(=O)O)(=O)O (citric acid monohydrate), [H-].[Al+3].[H-].[H-] (aluminiumhydride). The solvent is C1(=CC=CC=C1)C (toluene), O (water), C1(=CC=CC=C1)C (toluene). Yields the product CC1=C(N=C(O1)C1=CC=CC=C1)CCO (2-(5-Methyl-2-phenyl-4-oxazolyl)ethanol). Yield: 118.4%. As a reaction SMILES: [CH3:1][C:2]1[O:6][C:5]([C:7]2[CH:12]=[CH:11][CH:10]=[CH:9][CH:8]=2)=[N:4][C:3]=1[CH2:13][C:14](OC)=[O:15].[H-].[Al+3].[H-].[H-].O.C(O)(=O)CC(CC(O)=O)(C(O)=O)O>C1(C)C=CC=CC=1.O>[CH3:1][C:2]1[O:6][C:5]([C:7]2[CH:12]=[CH:11][CH:10]=[CH:9][CH:8]=2)=[N:4][C:3]=1[CH2:13][CH2:14][OH:15] |f:1.2.3.4,5.6|. Procedure details: A 750-ml 4-necked flask equipped with a mechanical stirrer, a thermometer, a dropping funnel and an argon inlet, cooled with a CO2/acetone bath, was charged with a solution of 49.15 g of crude methyl 2-(5-methyl-2-phenyl-4-oxazolyl)acetate (ca. 0.16 mol) and 90 ml of toluene and stirred. 400 ml of dusobutyl aluminiumhydride 1.2 M in toluene were added under argon at ca. −20 to −25° C. during 60 min. After additional 15 mi a solution of 191 g of citric acid monohydrate in 400 ml of deionized wate...